Dataset: the Open Reaction Database (ORD), a public repository of structured organic reaction records. Task: describe an organic reaction: reactants, conditions, products, and yield Starting materials: BrC=1N=C2C(=NC1)N(C=C2C=O)COCC[Si](C)(C)C (2-bromo-5-(2-trimethylsilanyl-ethoxymethyl)-5H-pyrrolo[2,3-b]pyrazine-7-carbaldehyde), C1(CC1)B(O)O (cyclopropyl boronic acid), C1(CCCCC1)P(C1CCCCC1)C1CCCCC1 (tricyclohexyl phosphine), [O-]P(=O)([O-])[O-].[K+].[K+].[K+] (potassium phosphate tribasic). Reagents/catalysts: C(C)(=O)[O-].[Pd+2].C(C)(=O)[O-] (palladium(II) acetate). The solvent is C1(=CC=CC=C1)C (toluene), O (water). Run at temperature 100 celsius. Product: C1(CC1)C=1N=C2C(=NC1)N(C=C2C=O)COCC[Si](C)(C)C (2-cyclopropyl-5-(2-trimethylsilanyl-ethoxymethyl)-5H-pyrrolo[2,3-b]pyrazine-7-carbaldehyde). Yield: 81.3%. As a reaction SMILES: Br[C:2]1[N:3]=[C:4]2[C:10]([CH:11]=[O:12])=[CH:9][N:8]([CH2:13][O:14][CH2:15][CH2:16][Si:17]([CH3:20])([CH3:19])[CH3:18])[C:5]2=[N:6][CH:7]=1.[CH:21]1(B(O)O)[CH2:23][CH2:22]1.C1(P(C2CCCCC2)C2CCCCC2)CCCCC1.[O-]P([O-])([O-])=O.[K+].[K+].[K+]>C1(C)C=CC=CC=1.O.C([O-])(=O)C.[Pd+2].C([O-])(=O)C>[CH:21]1([C:2]2[N:3]=[C:4]3[C:10]([CH:11]=[O:12])=[CH:9][N:8]([CH2:13][O:14][CH2:15][CH2:16][Si:17]([CH3:20])([CH3:19])[CH3:18])[C:5]3=[N:6][CH:7]=2)[CH2:23][CH2:22]1 |f:3.4.5.6,9.10.11|. Procedure: A mixture of 2-bromo-5-(2-trimethylsilanyl-ethoxymethyl)-5H-pyrrolo[2,3-b]pyrazine-7-carbaldehyde (0.33 g, 0.93 mmol), cyclopropyl boronic acid (0.12 g, 1.39 mmol), tricyclohexyl phosphine (0.026 g, 0.09 mmol), palladium(II) acetate (0.01 g, 0.046 mmol) and potassium phosphate tribasic (0.63 g, 2.97 mmol) in 4 mL of toluene and 0.5 mL of water was flushed with Argon for 5 min then heated at 100° C. for 18 h. The cooled mixture was filtered through a pad of Celite, washed with EtOAc, and concentr...